From a dataset of the Open Reaction Database (ORD), a public repository of structured organic reaction records. describe an organic reaction: reactants, conditions, products, and yield The reactants are C(C=C)#N (acrylonitrile), O1C(NCC1)=O (2-oxazolidinone), [OH-].[Na+] (sodium hydroxide), C(C=C)#N (acrylonitrile). Run in C1(=CC=CC=C1)C (toluene). Reaction conditions: temperature 80 celsius, time 1 hour. Yields the product C(#N)CCN1C(OCC1)=O (N-(2-Cyanoethyl)oxazolidinone). The yield is 83.5%. As a reaction SMILES: [O:1]1[CH2:5][CH2:4][NH:3][C:2]1=[O:6].[OH-].[Na+].[C:9](#[N:12])[CH:10]=[CH2:11]>C1(C)C=CC=CC=1>[C:9]([CH2:10][CH2:11][N:3]1[CH2:4][CH2:5][O:1][C:2]1=[O:6])#[N:12] |f:1.2|. Procedure: Compound 18 was prepared by modification of a reported procedure by Lynn (U.S. Pat. No. 2,975,187). To a vigorously stirred mixture of 2-oxazolidinone (87 g, 1 mol), 50% sodium hydroxide (w/w, 4 g) and toluene (250 mL) maintained at 55°-60° C., acrylonitrile (106 g, 2 mol) was added dropwise over a period of 30 min. The mixture was then stirred at 80° C. for 1 h and refluxed for 3 h. Additional acrylonitrile (50 mL) was added towards the end of the reaction to drive it to completion. Excess acry... The reactants are ClC1=C(C(=O)OC(C)C)C=C(C(=C1)F)N1C(NC(=CC1=O)CC)=O (isopropyl 2-chloro-4-fluoro-5-[4-ethyl-3,6-dihydro-2,6-dioxo-1(2H)-pyrimidinyl]-benzoate), S(=O)(=O)(OC)OC (dimethyl sulphate), [Na] (sodium). Solvent: C(C)(C)O (isopropanol). Yields the product ClC1=C(C(=O)OC(C)C)C=C(C(=C1)F)N1C(N(C(=CC1=O)CC)C)=O (isopropyl 2-chloro-4-fluoro-5-[3,6-dihydro-4-ethyl-3-methyl-2,6-dioxo-1(2H)-pyrimidinyl]-benzoate). RXN SMILES: [Cl:1][C:2]1[CH:13]=[C:12]([F:14])[C:11]([N:15]2[C:20](=[O:21])[CH:19]=[C:18]([CH2:22][CH3:23])[NH:17][C:16]2=[O:24])=[CH:10][C:3]=1[C:4]([O:6][CH:7]([CH3:9])[CH3:8])=[O:5].S(OC)(O[CH3:29])(=O)=O.[Na]>C(O)(C)C>[Cl:1][C:2]1[CH:13]=[C:12]([F:14])[C:11]([N:15]2[C:20](=[O:21])[CH:19]=[C:18]([CH2:22][CH3:23])[N:17]([CH3:29])[C:16]2=[O:24])=[CH:10][C:3]=1[C:4]([O:6][CH:7]([CH3:9])[CH3:8])=[O:5] |^1:31|. Procedure: using isopropyl 2-chloro-4-fluoro-5-[4-ethyl-3,6-dihydro-2,6-dioxo-1(2H)-pyrimidinyl]-benzoate and dimethyl sulphate with sodium isopropylate in isopropanol there is obtained isopropyl 2-chloro-4-fluoro-5-[3,6-dihydro-4-ethyl-3-methyl-2,6-dioxo-1(2H)-pyrimidinyl]-benzoate, 1H--NMR (CDCl3, 400 MHz) 7.84 ppm (d, 1H), 7.34 ppm (d, 1H), 5.75 ppm (s, 1H), 5.25 ppm (m, 1H), 3.45 ppm (s, 3H), 2.61 ppm (m, 2H), 1.36 ppm (d, 6H), 1.31 ppm (t, 3H), Reactants: N#Cc1cc(F)ccc1Br, CC(C)(C)P(C(C)(C)C)C(C)(C)C, C1COCCO1, [F-], CC1(C)OB(c2cc([N+](=O)[O-])ccc2F)OC1(C)C, [K+], [Na+], C1CCOC1, O=C(C=Cc1ccccc1)C=Cc1ccccc1, O=C(C=Cc1ccccc1)C=Cc1ccccc1, O=C(C=Cc1ccccc1)C=Cc1ccccc1, [OH-], O, [Pd], [Pd]. Yields the product N#Cc1cc(F)ccc1-c1cc([N+](=O)[O-])ccc1F. RXN SMILES: [Br:1][c:2]1[c:3]([C:4]#[N:5])[cH:6][c:7]([F:10])[cH:8][cH:9]1.[C:32]([P:33]([C:34]([CH3:35])([CH3:36])[CH3:37])[C:38]([CH3:39])([CH3:40])[CH3:41])([CH3:42])([CH3:43])[CH3:44].[CH2:51]1[O:52][CH2:53][CH2:54][O:55][CH2:56]1.[F-:30].[F:11][c:12]1[c:13]([B:21]2[O:22][C:23]([CH3:24])([CH3:25])[C:26]([CH3:27])([CH3:28])[O:29]2)[cH:14][c:15]([N+:18](=[O:19])[O-:20])[cH:16][cH:17]1.[K+:31].[Na+:58].[O:45]1[CH2:46][CH2:47][CH2:48][CH2:49]1.[O:61]=[C:62]([CH:63]=[CH:64][c:65]1[cH:66][cH:67][cH:68][cH:69][cH:70]1)[CH:71]=[CH:72][c:73]1[cH:74][cH:75][cH:76][cH:77][cH:78]1.[O:79]=[C:80]([CH:81]=[CH:82][c:83]1[cH:84][cH:85][cH:86][cH:87][cH:88]1)[CH:89]=[CH:90][c:91]1[cH:92][cH:93][cH:94][cH:95][cH:96]1.[O:97]=[C:98]([CH:99]=[CH:100][c:101]1[cH:102][cH:103][cH:104][cH:105][cH:106]1)[CH:107]=[CH:108][c:109]1[cH:110][cH:111][cH:112][cH:113][cH:114]1.[OH-:57].[OH2:50].[Pd:59].[Pd:60]>>[c:2]1(-[c:13]2[c:12]([F:11])[cH:17][cH:16][c:15]([N+:18](=[O:19])[O-:20])[cH:14]2)[c:3]([C:4]#[N:5])[cH:6][c:7]([F:10])[cH:8][cH:9]1. The reactants are FC1=C(C(=CC2=C1N=CS2)C(=O)OC)NC2=C(C=CC=C2)F (methyl 4-fluoro-5-((2-fluorophenyl)amino)benzo[d]thiazole-6-carboxylate), C1CC(=O)N(C1=O)I (NIS), FC(C(=O)O)(F)F (trifluoroacetic acid), O (water). Run in CN(C)C=O (DMF). Conditions: time 5 hour. Yields the product FC1=C(C(=CC2=C1N=CS2)C(=O)OC)NC2=C(C=C(C=C2)I)F (methyl 4-fluoro-5-((2-fluoro-4-iodophenyl)amino)benzo[d]thiazole-6-carboxylate), solid. The yield is 86.0%. RXN SMILES: [F:1][C:2]1[C:7]2[N:8]=[CH:9][S:10][C:6]=2[CH:5]=[C:4]([C:11]([O:13][CH3:14])=[O:12])[C:3]=1[NH:15][C:16]1[CH:21]=[CH:20][CH:19]=[CH:18][C:17]=1[F:22].C1C(=O)N([I:30])C(=O)C1.FC(F)(F)C(O)=O.O>CN(C=O)C>[F:1][C:2]1[C:7]2[N:8]=[CH:9][S:10][C:6]=2[CH:5]=[C:4]([C:11]([O:13][CH3:14])=[O:12])[C:3]=1[NH:15][C:16]1[CH:21]=[CH:20][C:19]([I:30])=[CH:18][C:17]=1[F:22]. Procedure details: To a solution of methyl 4-fluoro-5-((2-fluorophenyl)amino)benzo[d]thiazole-6-carboxylate (8.64 g, 26.97 mmol) in DMF (100 mL) was added NIS (6.68 g, 29.67 mmol) followed by trifluoroacetic acid (0.5 mL). After stirring for 5 h at ambient temperature, the reaction was treated by water (150 mL). The precipitate was filtered off and the filter cake was washed with water. The desired product was obtained as a yellow solid (10.34 g, 86.0% yield). 1H NMR (400 MHz, CDCl3): δ 9.14 (s, 1H), 8.66 (s, 1H),... Reactants: O=C(Cl)c1ccccc1, [Li]CCCC, CCCCCC, CC(C)OC1CCC(=O)N1, C1CCOC1. Yields the product CC(C)OC1CCC(=O)N1C(=O)c1ccccc1. As a reaction SMILES: [C:16]([c:17]1[cH:18][cH:19][cH:20][cH:21][cH:22]1)(=[O:23])[Cl:24].[CH2:1]([Li:2])[CH2:3][CH2:4][CH3:5].[CH3:25][CH2:26][CH2:27][CH2:28][CH2:29][CH3:30].[CH:6]([CH3:7])([CH3:8])[O:9][CH:10]1[CH2:11][CH2:12][C:13](=[O:15])[NH:14]1.[O:31]1[CH2:32][CH2:33][CH2:34][CH2:35]1>>[CH:6]([CH3:7])([CH3:8])[O:9][CH:10]1[CH2:11][CH2:12][C:13](=[O:15])[N:14]1[C:16]([c:17]1[cH:18][cH:19][cH:20][cH:21][cH:22]1)=[O:23].